From a dataset of the Open Reaction Database (ORD), a public repository of structured organic reaction records. describe an organic reaction: reactants, conditions, products, and yield Product: CCC(=O)c1ccc2c(c1)CC(C)S2. Reaction SMILES: [Al+3:2].[C:5]([CH2:6][CH3:7])(=[O:8])[Cl:9].[CH3:10][CH:11]1[CH2:12][c:13]2[c:14]([cH:16][cH:17][cH:18][cH:19]2)[S:15]1.[Cl-:1].[Cl-:3].[Cl-:4].[Cl:21][CH:22]=[CH:23][Cl:24].[ClH:20]>>[C:5]([CH2:6][CH3:7])(=[O:8])[c:18]1[cH:17][cH:16][c:14]2[c:13]([cH:19]1)[CH2:12][CH:11]([CH3:10])[S:15]2. The reactants are [Al+3], CCC(=O)Cl, CC1Cc2ccccc2S1, [Cl-], [Cl-], [Cl-], ClC=CCl, Cl. The reactants are [Li]CCCC, C1CCOC1, C=CCC(CCCCCI)(C(=O)OCC)C(=O)OCC, [Cl-], I[Cu]I, [NH4+]. Yields the product C=CCC(CCCCCCCCC)(C(=O)OCC)C(=O)OCC. RXN SMILES: [CH2:1]([CH2:2][CH2:3][CH3:4])[Li:5].[CH2:31]1[O:32][CH2:33][CH2:34][CH2:35]1.[CH2:6]([CH:7]=[CH2:8])[C:9]([C:10](=[O:11])[O:12][CH2:13][CH3:14])([C:15](=[O:16])[O:17][CH2:18][CH3:19])[CH2:20][CH2:21][CH2:22][CH2:23][CH2:24][I:25].[Cl-:26].[Cu:28]([I:29])[I:30].[NH4+:27]>>[CH2:1]([CH2:2][CH2:3][CH3:4])[CH2:24][CH2:23][CH2:22][CH2:21][CH2:20][C:9]([CH2:6][CH:7]=[CH2:8])([C:10](=[O:11])[O:12][CH2:13][CH3:14])[C:15](=[O:16])[O:17][CH2:18][CH3:19]. The reactants are BrC1=C(C=C(C=C1C)I)C (2-bromo-5-iodo-1,3-dimethylbenzene), CN1N=CC=C1B1OC(C(O1)(C)C)(C)C (1-methyl-5-(4,4,5,5-tetramethyl-1,3,2-dioxaborolan-2-yl)-1H-pyrazole), Intermediate 17. Product: BrC1=C(C=C(C=C1C)C1=CC=NN1C)C (5-(4-Bromo-3,5-dimethylphenyl)-1-methyl-1H-pyrazole). RXN SMILES: [Br:1][C:2]1[C:7]([CH3:8])=[CH:6][C:5](I)=[CH:4][C:3]=1[CH3:10].[CH3:11][N:12]1[C:16](B2OC(C)(C)C(C)(C)O2)=[CH:15][CH:14]=[N:13]1>>[Br:1][C:2]1[C:7]([CH3:8])=[CH:6][C:5]([C:16]2[N:12]([CH3:11])[N:13]=[CH:14][CH:15]=2)=[CH:4][C:3]=1[CH3:10]. Procedure details: The title compound is prepared from 2-bromo-5-iodo-1,3-dimethylbenzene and 1-methyl-5-(4,4,5,5-tetramethyl-1,3,2-dioxaborolan-2-yl)-1H-pyrazole following a procedure analogous to that described in Step 1 of Intermediate 17. LC (method 9): tR=1.11 min; Mass spectrum (ESI+): m/z=265 [M+H]+. Reported procedure: The compound of Example XXVII (8.0 g) in 2-methoxyethanol was hydrogenated using 5% Pd on carbon as a catalyst and stopping the reaction after one equivalent was taken up. The product (5.3 g) had an m.p. of 192°-194° (83%). The solvent is COCCO (2-methoxyethanol). RXN SMILES: [ClH:1].C([N:9]1[CH2:14][CH:13]=[C:12]([C:15]2[C:20]([O:21][CH3:22])=[CH:19][C:18]([CH:23]([CH3:31])[CH:24]([CH3:30])[CH2:25][CH2:26][CH2:27][CH2:28][CH3:29])=[CH:17][C:16]=2[OH:32])[CH2:11][CH2:10]1)C1C=CC=CC=1>COCCO.[Pd]>[ClH:1].[NH:9]1[CH:10]=[CH:11][CH:12]([C:15]2[C:20]([O:21][CH3:22])=[CH:19][C:18]([CH:23]([CH3:31])[CH:24]([CH3:30])[CH2:25][CH2:26][CH2:27][CH2:28][CH3:29])=[CH:17][C:16]=2[OH:32])[CH2:13][CH2:14]1 |f:0.1,4.5|. The reagents and catalysts are [Pd] (Pd on carbon). Reactants: Cl.C(C1=CC=CC=C1)N1CCC(=CC1)C1=C(C=C(C=C1OC)C(C(CCCCC)C)C)O (2-(N-Benzyl-1,2,3,6-tetrahydro-4-pyridyl)-3-methoxy-5-(1,2-dimethylheptyl)phenol hydrochloride), product. The product is Cl.N1CCC(C=C1)C1=C(C=C(C=C1OC)C(C(CCCCC)C)C)O (2-(1,2,3,4-Tetrahydro-4-pyridyl)-3-methoxy-5-(1,2-dimethylheptyl)phenol hydrochloride). Reactants: C1(=CC=CC=C1)C=1SC(=C(N1)C(=O)OCC)N (ethyl 2-phenyl-5-aminothiazole-4-carboxylate), ClS(=O)(=O)N=C=O (chlorosulfonyl isocyanate), C(=O)(O)[O-].[Na+] (NaHCO3). Conditions: time 40 minute. The product is C1(=CC=CC=C1)C=1SC(=C(N1)C(=O)OCC)NC(=O)N (ethyl 2-phenyl-5-ureidothiazole-4-carboxylate). Procedure details: To a solution of ethyl 2-phenyl-5-aminothiazole-4-carboxylate (116 mg, 1.0 eq) in dichloromethane (3 ml) at −78° C. was added chlorosulfonyl isocyanate (0.06 ml, 1.3 eq) dropwise (Redman et al J. (2000) Org. Lett. 2:2061-2063). The reaction was slowly warmed to room temperature and stirred for 40 minutes. The reaction was concentrated. To the residue was added 6N HCl (2.5 ml) and mixture was heated to 100° C. for 20 minutes. Reaction mixture was allowed to cool down to room temperature, and was ... Reaction SMILES: [C:1]1([C:7]2[S:8][C:9]([NH2:17])=[C:10]([C:12]([O:14][CH2:15][CH3:16])=[O:13])[N:11]=2)[CH:6]=[CH:5][CH:4]=[CH:3][CH:2]=1.ClS([N:22]=[C:23]=[O:24])(=O)=O.C([O-])(O)=O.[Na+]>ClCCl>[C:1]1([C:7]2[S:8][C:9]([NH:17][C:23]([NH2:22])=[O:24])=[C:10]([C:12]([O:14][CH2:15][CH3:16])=[O:13])[N:11]=2)[CH:2]=[CH:3][CH:4]=[CH:5][CH:6]=1 |f:2.3|. Solvent: ClCCl (dichloromethane). Starting materials: ClC1=C(C(=O)O)C=C(C(=C1)Cl)S(=O)(=O)C (2,4-dichloro-5-methylsulfonylbenzoic acid), C(C1=CC=CO1)N (furfurylamine). Run in Cl (hydrochloric acid). Run at temperature 125 celsius. Yields the product C(C1=CC=CO1)NC1=C(C(=O)O)C=C(C(=C1)Cl)S(=O)(=O)C (2-furfurylamino-4-chloro-5-methylsulfonylbenzoic acid). RXN SMILES: Cl[C:2]1[CH:10]=[C:9]([Cl:11])[C:8]([S:12]([CH3:15])(=[O:14])=[O:13])=[CH:7][C:3]=1[C:4]([OH:6])=[O:5].[CH2:16]([NH2:22])[C:17]1[O:21][CH:20]=[CH:19][CH:18]=1>Cl>[CH2:16]([NH:22][C:2]1[CH:10]=[C:9]([Cl:11])[C:8]([S:12]([CH3:15])(=[O:14])=[O:13])=[CH:7][C:3]=1[C:4]([OH:6])=[O:5])[C:17]1[O:21][CH:20]=[CH:19][CH:18]=1. Procedure: A mixture of 2,4-dichloro-5-methylsulfonylbenzoic acid (15 g.; 0.055 mole) and furfurylamine (30 ml.) is heated in an oil bath at 125° C. under an atmosphere of nitrogen for 3 hours then poured into cold, dilute hydrochloric acid (200 ml.) to precipitate 17.6 g., (98%) of 2-furfurylamino-4-chloro-5-methylsulfonylbenzoic acid, m.p. 204° C. (dec.) after recrystallization from nitromethane (200 ml.).